From a dataset of the Open Reaction Database (ORD), a public repository of structured organic reaction records. describe an organic reaction: reactants, conditions, products, and yield Starting materials: ClC1=C(C=NN1CC)[N+](=O)[O-] (5-chloro-1-ethyl-4-nitro-1H-pyrazole), FC(C(=O)N[C@@H]1CCNCCC1)(F)F ((S)-2,2,2-trifluoro-N-(hexahydro-1H-azepin-4-yl)-acetamide). Product: C(C)N1N=CC(=C1N1CC[C@H](CCC1)NC(C(F)(F)F)=O)[N+](=O)[O-] ((S)—N-(1-(1-ethyl-4-nitro-1H-pyrazol-5-yl)azepan-4-yl)-2,2,2-trifluoroacetamide). Yield: 44.0%. Reaction SMILES: Cl[C:2]1[N:6]([CH2:7][CH3:8])[N:5]=[CH:4][C:3]=1[N+:9]([O-:11])=[O:10].[F:12][C:13]([F:25])([F:24])[C:14]([NH:16][C@H:17]1[CH2:23][CH2:22][CH2:21][NH:20][CH2:19][CH2:18]1)=[O:15]>>[CH2:7]([N:6]1[C:2]([N:20]2[CH2:21][CH2:22][CH2:23][C@H:17]([NH:16][C:14](=[O:15])[C:13]([F:24])([F:12])[F:25])[CH2:18][CH2:19]2)=[C:3]([N+:9]([O-:11])=[O:10])[CH:4]=[N:5]1)[CH3:8]. Procedure details: Following the procedure for Example 503 starting with 5-chloro-1-ethyl-4-nitro-1H-pyrazole and (S)-2,2,2-trifluoro-N-(hexahydro-1H-azepin-4-yl)-acetamide gave (S)—N-(1-(1-ethyl-4-nitro-1H-pyrazol-5-yl)azepan-4-yl)-2,2,2-trifluoroacetamide as a pale yellow gum (0.12 g, 44%). 1H-NMR (400 MHz, CDCl3) δ 8.07 (s, 1H), 6.42-6.40 (m, 1H), 4.22-4.18 (m, 1H), 4.12 (q, J=7 Hz, 2H), 3.42-3.35 (m, 1H), 3.27-3.18 (m, 3H), 2.25-2.05 (m, 2H), 2.00-1.75 (m, 4H), 1.47 (t, J=7 Hz, 3H). Starting materials: OC1=C(C=CC(=C1)CNC=C1C(NC(C2=CC=C(C=C12)I)=O)=O)C1=CC=CC=C1 (4-{[(2-Hydroxy-biphenyl-4-ylmethyl)-amino]-methylene}-6-iodo-4H-isoquinoline-1,3-dione), IC=1C=C2C(C(NC(C2=CC1)=O)=O)=COC (6-iodo-4-methoxymethylene-4H-isoquinoline-1,3-dione), NCC=1C=CC(=C(C1)O)C1=NC=CC=C1 (5-Aminomethyl-2-pyridin-2-yl-phenol). Product: OC=1C=C(CNC=C2C(NC(C3=CC=C(C=C23)I)=O)=O)C=CC1C1=NC=CC=C1 (4-[(3-Hydroxy-4-pyridin-2-yl-benzylamino)-methylene]-6-iodo-4H-isoquinoline-1,3-dione). Isolated yield 57.0%. As a reaction SMILES: [OH:1][C:2]1[CH:7]=[C:6]([CH2:8][NH:9][CH:10]=[C:11]2[C:20]3[C:15](=[CH:16][CH:17]=[C:18]([I:21])[CH:19]=3)[C:14](=[O:22])[NH:13][C:12]2=[O:23])[CH:5]=[CH:4][C:3]=1[C:24]1[CH:29]=[CH:28][CH:27]=[CH:26]C=1.IC1C=C2C(=CC=1)C(=O)[NH:36]C(=O)C2=COC.NCC1C=CC(C2C=CC=CN=2)=C(O)C=1>>[OH:1][C:2]1[CH:7]=[C:6]([CH:5]=[CH:4][C:3]=1[C:24]1[CH:29]=[CH:28][CH:27]=[CH:26][N:36]=1)[CH2:8][NH:9][CH:10]=[C:11]1[C:20]2[C:15](=[CH:16][CH:17]=[C:18]([I:21])[CH:19]=2)[C:14](=[O:22])[NH:13][C:12]1=[O:23]. Procedure details: Following the same procedure for the preparation of 4-{[(2-Hydroxy-biphenyl-4-ylmethyl)-amino]-methylene}-6-iodo-4H-isoquinoline-1,3-dione, the title compound is prepared from 6-iodo-4-methoxymethylene-4H-isoquinoline-1,3-dione (98 mg, 0.30 mmol) and 5-Aminomethyl-2-pyridin-2-yl-phenol (60 mg, 0.30 mmol) in 57% yield: MS (ESI): 498.1 (M+1)+1. The reactants are Cl (hydrochloric acid), [OH-].[Na+] (sodium hydroxide), O1CCCC1 (tetrahydrofuran), N1(CCC2=CC=CC=C12)C1=NC=C(C(=N1)OCC1=CC=C(C=C1)F)C(=O)OCC (ethyl 2-(2,3-dihydro-1H-indol-1-yl)-4-[(4-fluorobenzyl)oxy]-5-pyrimidinecarboxylate). Solvent: C(C)O (ethanol). Yields the product N1(CCC2=CC=CC=C12)C1=NC=C(C(=N1)OCC1=CC=C(C=C1)F)C(=O)O (2-(2,3-dihydro-1H-indol-1-yl)-4-[(4-fluorobenzyl)oxy]-5-pyrimidinecarboxylic acid). Yield: 101.1%. Reaction SMILES: [N:1]1([C:10]2[N:15]=[C:14]([O:16][CH2:17][C:18]3[CH:23]=[CH:22][C:21]([F:24])=[CH:20][CH:19]=3)[C:13]([C:25]([O:27]CC)=[O:26])=[CH:12][N:11]=2)[C:9]2[C:4](=[CH:5][CH:6]=[CH:7][CH:8]=2)[CH2:3][CH2:2]1.[OH-].[Na+].O1CCCC1.Cl>C(O)C>[N:1]1([C:10]2[N:15]=[C:14]([O:16][CH2:17][C:18]3[CH:23]=[CH:22][C:21]([F:24])=[CH:20][CH:19]=3)[C:13]([C:25]([OH:27])=[O:26])=[CH:12][N:11]=2)[C:9]2[C:4](=[CH:5][CH:6]=[CH:7][CH:8]=2)[CH2:3][CH2:2]1 |f:1.2|. Reported procedure: To a suspension of ethyl 2-(2,3-dihydro-1H-indol-1-yl)-4-[(4-fluorobenzyl)oxy]-5-pyrimidinecarboxylate (5.0 g, 13 mmol) in ethanol (25 mL) were added 10% aqueous sodium hydroxide solution (15 mL) and tetrahydrofuran (15 mL) and the mixture was heated under reflux for 30 min. The reaction mixture was allowed to cool to room temperature and 1N hydrochloric acid was added to adjust the reaction mixture to pH 5. The precipitated crystals were collected by filtration, washed several times with water,...